From a dataset of the Open Reaction Database (ORD), a public repository of structured organic reaction records. describe an organic reaction: reactants, conditions, products, and yield Starting materials: C1(=CCCC1)N1CCOCC1 (N-cyclopentenyl morpholine), OC1=C(C=C(C=O)C=C1)OC (4-hydroxy-3-methoxybenzaldehyde), C1=CC=CC=C1 (benzene), Cl (hydrochloric acid). Conditions: temperature 30 celsius, time 2 hour. Product: OC1=C(C=C(C=C2C(CCC2)=O)C=C1)OC (2-(4-hydroxy-3-methoxybenzylidene)cyclopentanone). The yield is 92.6%. RXN SMILES: C1(N2CC[O:9]CC2)CCCC=1.[OH:12][C:13]1[CH:20]=[CH:19][C:16]([CH:17]=O)=[CH:15][C:14]=1[O:21][CH3:22].Cl.[CH:24]1[CH:29]=[CH:28][CH:27]=[CH:26]C=1>>[OH:12][C:13]1[CH:20]=[CH:19][C:16]([CH:17]=[C:26]2[CH2:27][CH2:28][CH2:29][C:24]2=[O:9])=[CH:15][C:14]=1[O:21][CH3:22]. Reported procedure: With reflux device installed, 36.8 g (0.24 mol) of N-cyclopentenyl morpholine, 0.20 mol of 4-hydroxy-3-methoxybenzaldehyde and 200 mL benzene were added to a round bottom flask and heated under refluxing for 20 h. The resulting solution was cooled to 30° C. and slowly stirred while 62 mL of hydrochloric acid (6 mol/L) was added. After stirring for 2 h at room temperature, the benzene layer was separated and washed with water to neutral, and dried over anhydrous sodium sulfate overnight. Then the... The reactants are C[O-].[Na+] (sodium methylate), O[C@@]1([C@]2(C)[C@@H](CC1)[C@@H]1CC(C3=CC(CC[C@]3(C)[C@H]1CC2)=O)=C)C (17β-hydroxy-17α-methyl-6-methyleneandrost-4-en-3-one), ice water, Cl (hydrochloric acid). Solvent: N1=CC=CC=C1 (pyridine), COC=O (formic acid methyl ester), C(C)(=O)OCC (ethyl acetate). Conditions: time 18 hour. Product: methylene chloride-(tert-butyl methyl ether), O[C@@]1([C@]2(C)[C@@H](CC1)[C@@H]1CC(C3=CC(\C(\C[C@]3(C)[C@H]1CC2)=C/O)=O)=C)C ((Z)-17β-hydroxy-2-hydroxymethylene-17α-methyl-6-methyleneandrost-4-en-3-one). Isolated yield 64.3%. Reaction SMILES: [CH3:1][O-:2].[Na+].[OH:4][C@@:5]1([CH3:26])[CH2:10][CH2:9][C@H:8]2[C@H:11]3[C@H:21]([CH2:22][CH2:23][C@:6]12[CH3:7])[C@:19]1([CH3:20])[C:14](=[CH:15][C:16](=[O:24])[CH2:17][CH2:18]1)[C:13](=[CH2:25])[CH2:12]3.Cl>N1C=CC=CC=1.COC=O.C(OCC)(=O)C>[OH:4][C@@:5]1([CH3:26])[CH2:10][CH2:9][C@H:8]2[C@H:11]3[C@H:21]([CH2:22][CH2:23][C@:6]12[CH3:7])[C@:19]1([CH3:20])[C:14](=[CH:15][C:16](=[O:24])/[C:17](=[CH:1]\[OH:2])/[CH2:18]1)[C:13](=[CH2:25])[CH2:12]3 |f:0.1|. Procedure details: At room temperature, 2.2 g of sodium methylate is added to 3.0 g of 17β-hydroxy-17α-methyl-6-methyleneandrost-4-en-3-one (Tetrahedron 20: 597, 1964) in 70 ml of pyridine and 10.2 ml of formic acid methyl ester. After 18 hours, the reaction mixture is stirred into ice/water which contains hydrochloric acid. The precipitated product is suctioned off, dissolved in ethyl acetate, washed with water, and dried over sodium sulfate. Chromatography of the crude product on silica gel with a methylene chlo... The reactants are Cl (hydrochloric acid), BrC1=C(N=C2N1C=CC=C2OCC2=C(C(=CC=C2Cl)[N+](=O)[O-])Cl)C (3-bromo-8-(2,6-dichloro-3-nitrobenzyloxy)-2-methylimidazo[1,2-a]pyridine), ice water. The reagents and catalysts are [Fe] (iron). The solvent is CO (methanol). Yields the product Cl.Cl.NC=1C(=C(COC=2C=3N(C=CC2)C(=C(N3)C)Br)C(=CC1)Cl)Cl (8-(3-amino-2,6-dichlorobenzyloxy)-3-bromo-2-methylimidazo[1,2-a]pyridine dihydrochloride). As a reaction SMILES: [Br:1][C:2]1[N:6]2[CH:7]=[CH:8][CH:9]=[C:10]([O:11][CH2:12][C:13]3[C:18]([Cl:19])=[CH:17][CH:16]=[C:15]([N+:20]([O-])=O)[C:14]=3[Cl:23])[C:5]2=[N:4][C:3]=1[CH3:24].[ClH:25]>[Fe].CO>[ClH:19].[ClH:25].[NH2:20][C:15]1[C:14]([Cl:23])=[C:13]([C:18]([Cl:19])=[CH:17][CH:16]=1)[CH2:12][O:11][C:10]1[C:5]2[N:6]([C:2]([Br:1])=[C:3]([CH3:24])[N:4]=2)[CH:7]=[CH:8][CH:9]=1 |f:4.5.6|. Procedure: A suspension of 3-bromo-8-(2,6-dichloro-3-nitrobenzyloxy)-2-methylimidazo[1,2-a]pyridine (215 mg) and iron (powder, 84 mg) in a mixture of conc. hydrochloric acid (1 ml) and methanol (1 ml) was refluxed for half an hour. The cooled mixture was poured into an ice water (15 ml). The precipitates were collected and washed with water to give 8-(3-amino-2,6-dichlorobenzyloxy)-3-bromo-2-methylimidazo[1,2-a]pyridine dihydrochloride (140 mg) as an off-white solid. Starting materials: OCCN1C(CNCC1)C1(C(NC(NC1=O)=O)=O)C1=CC(=CC=C1)O[Si](C)(C)C(C)(C)C (5-[N-(2-hydroxyethyl)piperazinyl]-5-[3-(tertbutyldimethylsilyloxy)phenyl]barbituric acid), C(C)(=O)O (acetic acid), [F-].C(CCC)[N+](CCCC)(CCCC)CCCC (tetrabutylammonium fluoride). Solvent: O1CCCC1 (tetrahydrofuran). Conditions: time 3 hour. The product is OCCN1C(CNCC1)C1(C(NC(NC1=O)=O)=O)C1=CC(=CC=C1)O (5-[N-(2-hydroxyethyl)piperazinyl]-5-(3-hydroxyphenyl)barbituric acid). Reaction SMILES: [OH:1][CH2:2][CH2:3][N:4]1[CH2:9][CH2:8][NH:7][CH2:6][CH:5]1[C:10]1([C:19]2[CH:24]=[CH:23][CH:22]=[C:21]([O:25][Si](C(C)(C)C)(C)C)[CH:20]=2)[C:15](=[O:16])[NH:14][C:13](=[O:17])[NH:12][C:11]1=[O:18].C(O)(=O)C.[F-].C([N+](CCCC)(CCCC)CCCC)CCC>O1CCCC1>[OH:1][CH2:2][CH2:3][N:4]1[CH2:9][CH2:8][NH:7][CH2:6][CH:5]1[C:10]1([C:19]2[CH:24]=[CH:23][CH:22]=[C:21]([OH:25])[CH:20]=2)[C:15](=[O:16])[NH:14][C:13](=[O:17])[NH:12][C:11]1=[O:18] |f:2.3|. Reported procedure: To a solution of 5-[N-(2-hydroxyethyl)piperazinyl]-5-[3-(tertbutyldimethylsilyloxy)phenyl]barbituric acid (170 mg) in 12 ml of tetrahydrofuran, kept at 0° C. and under nitrogen atmosphere, are added 333 μl of acetic acid and 0.69 ml of tetrabutylammonium fluoride. The mixture is stirred for 3 hours then the solvent is evaporated off and the residue is purified by silica gel chromatography (15 g; eluent: ethyl acetate/methanol 4:1), to give, after crystallization from methanol, 35 mg of the produ... Starting materials: NC1=C(C=C(C=C1)Cl)C(=O)C1=CC(=NC=C1)C ((2-Amino-5-chloro-phenyl)-(2-methyl-pyridin-4-yl)-methanone), C(C)C(C(CC#N)=O)CC (4-Ethyl-3-oxo-hexanenitrile). The product is ClC=1C=C2C(=C(C(=NC2=CC1)C(CC)CC)C#N)C1=CC(=NC=C1)C (6-Chloro-2-(1-ethyl-propyl)-4-(2-methyl-pyridin-4-yl)-quinoline-3-carbonitrile). Reaction SMILES: [NH2:1][C:2]1[CH:7]=[CH:6][C:5]([Cl:8])=[CH:4][C:3]=1[C:9]([C:11]1[CH:16]=[CH:15][N:14]=[C:13]([CH3:17])[CH:12]=1)=O.[CH2:18]([CH:20]([CH2:26][CH3:27])[C:21](=O)[CH2:22][C:23]#[N:24])[CH3:19]>>[Cl:8][C:5]1[CH:4]=[C:3]2[C:2](=[CH:7][CH:6]=1)[N:1]=[C:21]([CH:20]([CH2:26][CH3:27])[CH2:18][CH3:19])[C:22]([C:23]#[N:24])=[C:9]2[C:11]1[CH:16]=[CH:15][N:14]=[C:13]([CH3:17])[CH:12]=1. Procedure details: The title compound was prepared in analogy to example 101 step B from (2-amino-5-chloro-phenyl)-(2-methyl-pyridin-4-yl)-methanone (prepared in analogy to example 126 step B) and 4-ethyl-3-oxo-hexanenitrile (prepared as described in example 101 step A). Yellow solid. MS (ESI): 350.5 (M+H)+.